Dataset: the Open Reaction Database (ORD), a public repository of structured organic reaction records. Task: describe an organic reaction: reactants, conditions, products, and yield The reactants are C(#N)[BH3-].[Na+] (sodium cyanoborohydride), C(C)N(C=1C2=C(N=C(N1)NC1=CC=C(C=C1)C1=CN=CO1)CCNC2)CC2OCCC2 (N4-Ethyl-N2-(4-(oxazol-5-yl)phenyl)-N4-((tetrahydrofuran-2-yl)methyl)-5,6,7,8-tetrahydropyrido[4,3-d]pyrimidine-2,4-diamine), C(C=O)O (glycoaldehyde), C(C)(=O)O (Acetic acid). Solvent: CO (methanol). Run at time 15 minute. Product: C(C)N(C=1C2=C(N=C(N1)NC1=CC=C(C=C1)C1=CN=CO1)CCN(C2)CCO)CC2OCCC2 (2-(4-(ethyl((tetrahydrofuran-2-yl)methyl)amino)-2-(4-(oxazol-5-yl)phenylamino)-7,8-dihydropyrido[4,3-d]pyrimidin-6(5H)-yl)ethanol). Yield: 38.7%. RXN SMILES: [CH2:1]([N:3]([CH2:26][CH:27]1[CH2:31][CH2:30][CH2:29][O:28]1)[C:4]1[C:5]2[CH2:25][NH:24][CH2:23][CH2:22][C:6]=2[N:7]=[C:8]([NH:10][C:11]2[CH:16]=[CH:15][C:14]([C:17]3[O:21][CH:20]=[N:19][CH:18]=3)=[CH:13][CH:12]=2)[N:9]=1)[CH3:2].[C:32](O)(=[O:34])[CH3:33].C(O)C=O.C([BH3-])#N.[Na+]>CO>[CH2:1]([N:3]([CH2:26][CH:27]1[CH2:31][CH2:30][CH2:29][O:28]1)[C:4]1[C:5]2[CH2:25][N:24]([CH2:33][CH2:32][OH:34])[CH2:23][CH2:22][C:6]=2[N:7]=[C:8]([NH:10][C:11]2[CH:12]=[CH:13][C:14]([C:17]3[O:21][CH:20]=[N:19][CH:18]=3)=[CH:15][CH:16]=2)[N:9]=1)[CH3:2] |f:3.4|. Procedure details: N4-Ethyl-N2-(4-(oxazol-5-yl)phenyl)-N4-((tetrahydrofuran-2-yl)methyl)-5,6,7,8-tetrahydropyrido[4,3-d]pyrimidine-2,4-diamine (125 mg, 0.30 mmol) was dissolved in methanol (3 mL). Acetic acid (0.017 mL, 0.30 mmol) was added followed by glycoaldehyde (17.85 mg, 0.30 mmol). The reaction mixture was stirred for 15 minutes at room temperature and sodium cyanoborohydride (18.68 mg, 0.30 mmol) (MP—CNBH3) was added. The reaction was stirred overnight at room temperature, the MP—CNBH3 was filtered off, th... Starting materials: Cc1nc(Cl)nc(N2CCc3ccccc3C2C)c1C, CS(C)=O, CCOC(C)=O, Nc1ccc(F)cc1F. The product is Cc1nc(Nc2ccc(F)cc2F)nc(N2CCc3ccccc3C2C)c1C, Cl. As a reaction SMILES: [CH3:1][c:2]1[c:3]([N:10]2[CH:11]([CH3:20])[c:12]3[cH:13][cH:14][cH:15][cH:16][c:17]3[CH2:18][CH2:19]2)[n:4][c:5]([Cl:9])[n:6][c:7]1[CH3:8].[CH3:30][S:31](=[O:32])[CH3:33].[CH3:34][CH2:35][O:36][C:37](=[O:38])[CH3:39].[F:21][c:22]1[c:23]([NH2:24])[cH:25][cH:26][c:27]([F:29])[cH:28]1>>[CH3:1][c:2]1[c:3]([N:10]2[CH:11]([CH3:20])[c:12]3[cH:13][cH:14][cH:15][cH:16][c:17]3[CH2:18][CH2:19]2)[n:4][c:5]([NH:24][c:23]2[c:22]([F:21])[cH:28][c:27]([F:29])[cH:26][cH:25]2)[n:6][c:7]1[CH3:8].[ClH:9].